From a dataset of the Open Reaction Database (ORD), a public repository of structured organic reaction records. describe an organic reaction: reactants, conditions, products, and yield The reactants are C=CCCCCCCCCCCCCCCCC (octadecene), Cl[Si](C[SiH](Cl)Cl)(Cl)Cl (1,1,1,3,3-pentachloro-1,3-disilapropane). The product is Cl[Si](C[Si](CCCCCCCCCCCCCCCCCC)(Cl)Cl)(Cl)Cl (1,1,1,3,3-pentachloro-1,3-disilaheneicosane). As a reaction SMILES: [CH2:1]=[CH:2][CH2:3][CH2:4][CH2:5][CH2:6][CH2:7][CH2:8][CH2:9][CH2:10][CH2:11][CH2:12][CH2:13][CH2:14][CH2:15][CH2:16][CH2:17][CH3:18].[Cl:19][Si:20]([Cl:26])([Cl:25])[CH2:21][SiH:22]([Cl:24])[Cl:23]>>[Cl:19][Si:20]([Cl:26])([Cl:25])[CH2:21][Si:22]([Cl:24])([Cl:23])[CH2:1][CH2:2][CH2:3][CH2:4][CH2:5][CH2:6][CH2:7][CH2:8][CH2:9][CH2:10][CH2:11][CH2:12][CH2:13][CH2:14][CH2:15][CH2:16][CH2:17][CH3:18]. Procedure: The 1,1,1,3,3-pentachloro-1,3-disilapropane may be reacted directly with an olefin by a hydrosilylation reaction or may be esterified to the corresponding pentaalkoxysilane derivative and then reacted with an olefin by a hydrosilylation reaction to yield the final desired product. As a simple example, octadecene may be reacted with 1,1,1,3,3-pentachloro-1,3-disilapropane (II) to form 1,1,1,3,3-pentachloro-1,3-disilaheneicosane. This compound may then be esterified with an alcohol to form, for ex...